The task is: describe an organic reaction: reactants, conditions, products, and yield. This data is from the Open Reaction Database (ORD), a public repository of structured organic reaction records. The reactants are 2h, CC(=O)OC(=O)C (Ac2O), CS(=O)(=O)C1=CC=C(C=C1)CC(=O)O (4-(methylsulfonyl) phenylacetic acid), C(=O)OC(C1=CC=CC=C1)=O.[K] (potassium benzoyl formate), CC(=O)OC(=O)C (Ac2O), 1L, O (H2O). Yields the product CS(=O)(=O)C1=CC=C(C=C1)/C=1/C(=O)OC(\C1\C1=CC=CC=C1)=O (2-(4-(Methylsulfonyl)Phenyl)-3-Phenylmaleic Anhydride). Reaction SMILES: [CH3:1][S:2]([C:5]1[CH:10]=[CH:9][C:8]([CH2:11][C:12]([OH:14])=[O:13])=[CH:7][CH:6]=1)(=[O:4])=[O:3].C(O[C:18](=O)[C:19]1[CH:24]=[CH:23][CH:22]=[CH:21][CH:20]=1)=O.[K].O.C[C:29](OC(C)=O)=[O:30]>>[CH3:1][S:2]([C:5]1[CH:6]=[CH:7][C:8]([C:11]2[C:12]([O:14][C:29](=[O:30])[C:18]=2[C:19]2[CH:20]=[CH:21][CH:22]=[CH:23][CH:24]=2)=[O:13])=[CH:9][CH:10]=1)(=[O:3])=[O:4] |f:1.2,^1:25|. Procedure details: A mixture of 21.4 g (0.10 mol) of 4-(methylsulfonyl) phenylacetic acid [Forrest, et al., J. Chem. Soc. (1948), 1501-1506] and 18.8 g (0.10 mol) of potassium benzoyl formate in 200 mL of Ac2O is stirred and refluxed for 2 h. The reaction mixture is cooled to r.t. and poured into 1L of H2O and stirred until the Ac2O dissolves (ca. 2h). The precipitate is filtered and dried to obtain the title compound. If desired, it is recrystallized from HOAc or acetone.